This data is from the Open Reaction Database (ORD), a public repository of structured organic reaction records. The task is: describe an organic reaction: reactants, conditions, products, and yield Reactants: C(C)(=O)O[C@H]1C[C@H]2CCC3=C4CC[C@H]([C@@H](CC=C)C)[C@]4([C@H](C[C@@H]3[C@]2(CC1)C)OC(C(CC)(C)C)=O)C (3α-acetoxy-12α-(2,2-dimethyl)butyryloxy-5β-chola-8(14),23-diene), C(C)(C)(C)O (tert-butyl alcohol), O (water), O.C[N+]1(CCOCC1)[O-] (4-methylmorpholine-N-oxide hydrate). The reagents and catalysts are [Os](=O)(=O)(=O)=O (osmium tetroxide). Run in C(C)(=O)OCC (ethyl acetate), CCOCC (ether). Conditions: time 2 hour. The product is C(C)(=O)O[C@H]1C[C@H]2CCC3=C4CC[C@H]([C@@H](CC(CO)O)C)[C@]4([C@H](C[C@@H]3[C@]2(CC1)C)OC(C(CC)(C)C)=O)C (3α-acetoxy-12α-(2,2-dimethyl)butyryloxy-5β-chol-8(14)-en-23,24-diol). RXN SMILES: [C:1]([O:4][C@@H:5]1[CH2:26][CH2:25][C@@:24]2([CH3:27])[C@H:7]([CH2:8][CH2:9][C:10]3[C@@H:23]2[CH2:22][C@H:21]([O:28][C:29](=[O:35])[C:30]([CH3:34])([CH3:33])[CH2:31][CH3:32])[C@@:20]2([CH3:36])[C:11]=3[CH2:12][CH2:13][C@@H:14]2[C@H:15]([CH3:19])[CH2:16][CH:17]=[CH2:18])[CH2:6]1)(=[O:3])[CH3:2].C(O)(C)(C)C.[OH2:42].[OH2:43].C[N+]1([O-])CCOCC1>C(OCC)(=O)C.CCOCC.[Os](=O)(=O)(=O)=O>[C:1]([O:4][C@@H:5]1[CH2:26][CH2:25][C@@:24]2([CH3:27])[C@H:7]([CH2:8][CH2:9][C:10]3[C@@H:23]2[CH2:22][C@H:21]([O:28][C:29](=[O:35])[C:30]([CH3:34])([CH3:33])[CH2:31][CH3:32])[C@@:20]2([CH3:36])[C:11]=3[CH2:12][CH2:13][C@@H:14]2[C@H:15]([CH3:19])[CH2:16][CH:17]([OH:43])[CH2:18][OH:42])[CH2:6]1)(=[O:3])[CH3:2] |f:3.4|. Reported procedure: To a mixture of 3α-acetoxy-12α-(2,2-dimethyl)butyryloxy-5β-chola-8(14),23-diene (2.5 g), osmium tetroxide (0.092 g), tert-butyl alcohol (8 ml), and water (2.3 ml) is added 4-methylmorpholine-N-oxide hydrate (0.334 g). The mixture is stirred for about 2 hours at room temperature, diluted with 20% ethyl acetate in ether and washed with aqueous sodium bisulfite. The organic solution is dried over magnesium sulfate, filtered and concentrated in vacuo to give the desired product which is used, withou... Reactants: CC(C)(C)OC(=O)C=Cc1ccccc1, C=CCNC(C)c1ccccc1, [Li]CCCC, [Li], [NH2-], C1CCOC1. Product: C=CCN(C(C)c1ccccc1)C(c1ccccc1)C(O)C(=O)OC(C)(C)C. Reaction SMILES: [C:20]([CH:21]=[CH:22][c:23]1[cH:24][cH:25][cH:26][cH:27][cH:28]1)(=[O:29])[O:30][C:31]([CH3:32])([CH3:33])[CH3:34].[CH2:1]([CH:2]=[CH2:3])[NH:4][CH:5]([c:6]1[cH:7][cH:8][cH:9][cH:10][cH:11]1)[CH3:12].[Li:13][CH2:14][CH2:15][CH2:16][CH3:17].[Li:18].[NH2-:19].[O:35]1[CH2:36][CH2:37][CH2:38][CH2:39]1>>[CH2:1]([CH:2]=[CH2:3])[N:4]([CH:5]([c:6]1[cH:7][cH:8][cH:9][cH:10][cH:11]1)[CH3:12])[CH:22]([CH:21]([C:20](=[O:29])[O:30][C:31]([CH3:32])([CH3:33])[CH3:34])[OH:35])[c:23]1[cH:24][cH:25][cH:26][cH:27][cH:28]1. Reactants: C(#N)CC=1C(=NC(=NC1C)C1=CC=CC=C1)C1=CC(=CC=C1)[N+](=O)[O-] (5 -cyanomethyl-6-methyl-4-(3-nitrophenyl)-2-phenylpyrimidine), S(O)(O)(=O)=O (sulfuric acid), C(C)O (ethanol), C([O-])([O-])=O.[Na+].[Na+] (sodium carbonate). Solvent: O (water), C(Cl)(Cl)Cl (chloroform). Yields the product CC1=C(C(=NC(=N1)C1=CC=CC=C1)C1=CC(=CC=C1)[N+](=O)[O-])CC(=O)OCC (ethyl 6-methyl-4-(3-nitrophenyl)-2-phenyl-5-pyrimidinylacetate). As a reaction SMILES: [C:1]([CH2:3][C:4]1[C:5]([C:17]2[CH:22]=[CH:21][CH:20]=[C:19]([N+:23]([O-:25])=[O:24])[CH:18]=2)=[N:6][C:7]([C:11]2[CH:16]=[CH:15][CH:14]=[CH:13][CH:12]=2)=[N:8][C:9]=1[CH3:10])#N.S(=O)(=O)(O)O.[CH2:31]([OH:33])[CH3:32].C(=O)([O-])[O-:35].[Na+].[Na+]>O.C(Cl)(Cl)Cl>[CH3:10][C:9]1[N:8]=[C:7]([C:11]2[CH:12]=[CH:13][CH:14]=[CH:15][CH:16]=2)[N:6]=[C:5]([C:17]2[CH:22]=[CH:21][CH:20]=[C:19]([N+:23]([O-:25])=[O:24])[CH:18]=2)[C:4]=1[CH2:3][C:1]([O:33][CH2:31][CH3:32])=[O:35] |f:3.4.5|. Procedure details: A mixture of 5 -cyanomethyl-6-methyl-4-(3-nitrophenyl)-2-phenylpyrimidine (5 g), conc. sulfuric acid (12 g) and ethanol (50 ml) was gently refluxed for 72 hours. The reaction mixture was poured into a suspension of chloroform (200 ml) and water (100 ml), and then adjusted to pH 8.5 with 10% aqueous sodium carbonate solution. The separated organic layer was washed with saturated aqueous sodium chloride solution, dried over magnesium sulfate and evaporated in vacuo. The residual substance was recr... Starting materials: C[C@@]1(NCCC1)C(=O)O (2-methyl-L-proline), C=O (Formaldehyde), O (water), [H][H] (hydrogen). The reagents and catalysts are [Pd] (Palladium). Solvent: CO (methanol). Yields the product CN1[C@](C(=O)O)(CCC1)C (1,2-dimethyl-L-proline). Yield: 100.0%. RXN SMILES: [CH3:1][C@@:2]1([C:7]([OH:9])=[O:8])[CH2:6][CH2:5][CH2:4][NH:3]1.[CH2:10]=O.O.[H][H]>[Pd].CO>[CH3:10][N:3]1[CH2:4][CH2:5][CH2:6][C@@:2]1([CH3:1])[C:7]([OH:9])=[O:8]. Reported procedure: A parr flask containing 2-methyl-L-proline (1.0 g, 7.7 mmol, 1.0 eq.), 40 mL of methanol, Formaldehyde 37 wt. % in water (2.1 mL, 77 mmol, 10 eq.), and Palladium 10 wt. % on Carbon (313 mg, 2.94 mmol, 0.38 eq.) was placed on a parr shaker and allowed to shake under 40 psi of hydrogen for -12 hours. Hydrogen was removed and the reaction was filtered through a pad of celite which was rinsed with a solution of 50% methanol 50% dichloromethane. Residue was concentrated in vacuo yielding #150 (1.1 g,... Starting materials: [BH4-], CC(C=O)=Cc1ccc(C(C)(C)C)cc1, CO, Cl, [Na+]. Yields the product CC(=Cc1ccc(C(C)(C)C)cc1)CO. Reaction SMILES: [BH4-:16].[C:1]([CH3:2])([CH3:3])([CH3:4])[c:5]1[cH:6][cH:7][c:8]([CH:11]=[C:12]([CH:13]=[O:14])[CH3:15])[cH:9][cH:10]1.[CH3:19][OH:20].[ClH:18].[Na+:17]>>[C:1]([CH3:2])([CH3:3])([CH3:4])[c:5]1[cH:6][cH:7][c:8]([CH:11]=[C:12]([CH2:13][OH:14])[CH3:15])[cH:9][cH:10]1.